Task: describe an organic reaction: reactants, conditions, products, and yield. Dataset: the Open Reaction Database (ORD), a public repository of structured organic reaction records The reactants are CO, Cl, NNC(N)=O, CC(=O)c1cnc2ncc(Cc3ccc4ncccc4c3)n2c1. Yields the product CC(=NNC(N)=O)c1cnc2ncc(Cc3ccc4ncccc4c3)n2c1. Reaction SMILES: [CH3:30][OH:31].[ClH:24].[NH:25]([NH2:26])[C:27](=[O:28])[NH2:29].[n:1]1[cH:2][cH:3][cH:4][c:5]2[cH:6][c:7]([CH2:11][c:12]3[cH:13][n:14][c:15]4[n:16]3[cH:17][c:18]([C:21]([CH3:22])=[O:23])[cH:19][n:20]4)[cH:8][cH:9][c:10]12>>[n:1]1[cH:2][cH:3][cH:4][c:5]2[cH:6][c:7]([CH2:11][c:12]3[cH:13][n:14][c:15]4[n:16]3[cH:17][c:18]([C:21]([CH3:22])=[N:26][NH:25][C:27](=[O:28])[NH2:29])[cH:19][n:20]4)[cH:8][cH:9][c:10]12. The reactants are C(C)(C)C=1C=C2C=CC=NC2=C(C1)C=1C=C(CNC2=CC=C(C=C2)S(=O)(=O)C)C=CC1 ([3-(6-Isopropyl-quinolin-8-yl)-benzyl]-(4-methanesulfonyl-phenyl)-amine), [H-].[Na+] (NaH), final mixture, C1(CC1)CBr (cyclopropylmethyl bromide). Run in CN(C)C=O (DMF). Run at time 15 minute. The product is C1(CC1)CN(C1=CC=C(C=C1)S(=O)(=O)C)CC1=CC(=CC=C1)C=1C=C(C=C2C=CC=NC12)C(C)C (Cyclopropylmethyl-[3-(6-isopropyl-quinolin-8-yl)-benzyl]-(4-methanesulfonyl-phenyl)-amine). Reaction SMILES: [CH:1]([C:4]1[CH:5]=[C:6]2[C:11](=[C:12]([C:14]3[CH:15]=[C:16]([CH:29]=[CH:30][CH:31]=3)[CH2:17][NH:18][C:19]3[CH:24]=[CH:23][C:22]([S:25]([CH3:28])(=[O:27])=[O:26])=[CH:21][CH:20]=3)[CH:13]=1)[N:10]=[CH:9][CH:8]=[CH:7]2)([CH3:3])[CH3:2].[H-].[Na+].[CH:34]1([CH2:37]Br)[CH2:36][CH2:35]1>CN(C=O)C>[CH:34]1([CH2:37][N:18]([CH2:17][C:16]2[CH:29]=[CH:30][CH:31]=[C:14]([C:12]3[CH:13]=[C:4]([CH:1]([CH3:3])[CH3:2])[CH:5]=[C:6]4[C:11]=3[N:10]=[CH:9][CH:8]=[CH:7]4)[CH:15]=2)[C:19]2[CH:24]=[CH:23][C:22]([S:25]([CH3:28])(=[O:27])=[O:26])=[CH:21][CH:20]=2)[CH2:36][CH2:35]1 |f:1.2|. Procedure: To solution of the previous amine from step 2 (1.1 eq) in DMF (0.12M) was added NaH (60% dispersion in oil; 3.0 eq). The mixture was stirred for 15 min, then cyclopropylmethyl bromide was added (1.2 eq). The final mixture was stirred for 12 h, quenched with AcOH, poured in water and extracted with Et2O. The combined organic extracts were washed with water (2×), brine, dried over Na2 SO4, filtered and concentrated. Flash chromatography (Tol:Ace; 9:1) afforded the title compound as a foam.